Task: describe an organic reaction: reactants, conditions, products, and yield. Dataset: the Open Reaction Database (ORD), a public repository of structured organic reaction records Reactants: ClC1=C2C(=NC(=C1)C)N(N=C2C)C2=C(C=C(C=C2C)C)C (4-chloro-3,6-dimethyl-1-(2,4,6-trimethylphenyl)-1H-pyrazolo[3,4-b]pyridine), N[C@H](CO)CC ((S)-2-amino-1-butanol), C1(=CC=CC=C1)O (phenol). Conditions: temperature 190 celsius. The product is starting material, CC1=NN(C2=NC(=CC(=C21)OC2=CC=CC=C2)C)C2=C(C=C(C=C2C)C)C (3,6-dimethyl-4-phenoxy-1-(2,4,6-trimethylphenyl)-1H-pyrazolo-[3,4-b]pyridine). Yield: 14.5%. As a reaction SMILES: Cl[C:2]1[CH:7]=[C:6]([CH3:8])[N:5]=[C:4]2[N:9]([C:13]3[C:18]([CH3:19])=[CH:17][C:16]([CH3:20])=[CH:15][C:14]=3[CH3:21])[N:10]=[C:11]([CH3:12])[C:3]=12.N[C@@H](CC)CO.[C:28]1([OH:34])[CH:33]=[CH:32][CH:31]=[CH:30][CH:29]=1>>[CH3:12][C:11]1[C:3]2[C:4](=[N:5][C:6]([CH3:8])=[CH:7][C:2]=2[O:34][C:28]2[CH:33]=[CH:32][CH:31]=[CH:30][CH:29]=2)[N:9]([C:13]2[C:18]([CH3:19])=[CH:17][C:16]([CH3:20])=[CH:15][C:14]=2[CH3:21])[N:10]=1. Procedure: A mixture of 4-chloro-3,6-dimethyl-1-(2,4,6-trimethylphenyl)-1H-pyrazolo[3,4-b]pyridine (300 mg, 1 mmol), (S)-2-amino-1-butanol (107 mg, 1.2 mmol) and phenol (188 mg, 2 mmol) was heated in 190° C. oil bath for 15 hours. The mixture was cooled, quenched with 2 N sodium hydroxide and extracted with chloroform. The organic layer was separated and neutralized with 2 N hydrochloride and water. The organic layer was dried and concentrated to give an oil residue. The residue was purified through silica...